This data is from the Open Reaction Database (ORD), a public repository of structured organic reaction records. The task is: describe an organic reaction: reactants, conditions, products, and yield The reactants are N([C@@H](CC1=CC=CC=C1)C(=O)O)C(=O)OCC1=CC=CC=C1 (Cbz-Phe-OH), ON1C(CCC1=O)=O (N-hydroxysuccinimide), C1(CCCCC1)N=C=NC1CCCCC1 (1,3-dicyclohexylcarbodiimide). Solvent: C1CCOC1 (THF). Conditions: time 8 hour. Yields the product N([C@@H](CC1=CC=CC=C1)C(=O)NC)C(=O)OCC1=CC=CC=C1 (Cbz-Phe-NHMe). The yield is 107.3%. As a reaction SMILES: [NH:1]([C:13]([O:15][CH2:16][C:17]1[CH:22]=[CH:21][CH:20]=[CH:19][CH:18]=1)=[O:14])[C@H:2]([C:10](O)=[O:11])[CH2:3][C:4]1[CH:9]=[CH:8][CH:7]=[CH:6][CH:5]=1.O[N:24]1C(=O)CC[C:25]1=O.C1(N=C=NC2CCCCC2)CCCCC1>C1COCC1>[NH:1]([C:13]([O:15][CH2:16][C:17]1[CH:22]=[CH:21][CH:20]=[CH:19][CH:18]=1)=[O:14])[C@H:2]([C:10]([NH:24][CH3:25])=[O:11])[CH2:3][C:4]1[CH:9]=[CH:8][CH:7]=[CH:6][CH:5]=1. Procedure: A mixture of 1.00 g of Cbz-Phe-OH (Sigma Chemical Company), 0.385 g of N-hydroxysuccinimide and 0.541 g of 1,3-dicyclohexylcarbodiimide in 5 mL of dry THF was kept at 4° C. under N2 overnight. The resulting precipitate was removed by filtration, and to the filtrate was added excess 40% aqueous methylamine at room temperature. The mixture was stirred at room temperature for 30 min. The solid was removed by filtration and the filtrate was partitioned between saturated aqueous NaHCO3 and CH2Cl2. Th... The reactants are ClC=1C=C(C=C(C1)C(F)(F)F)C1(CC(=NO1)C1=CC(=C(C=C1)C(=O)N1CNC(C1)=O)C)C(F)(F)F (1-[(4-[5-[3-chloro-5-(trifluoromethyl)phenyl]-5-(trifluoromethyl)-4,5-dihydro-1,2-oxazol-3-yl]-2-methylphenyl)carbonyl]imidazolidin-4-one), [H-].[Na+] (sodium hydride), ClCSC (chloro(methylsulfanyl)methane). Run in O1CCCC1 (tetrahydrofuran). Conditions: temperature 50 celsius, time 1 hour. Product: ClC=1C=C(C=C(C1)C(F)(F)F)C1(CC(=NO1)C1=CC(=C(C=C1)C(=O)N1CN(C(C1)=O)CSC)C)C(F)(F)F (1-[(4-[5-[3-Chloro-5-(trifluoromethyl)phenyl]-5-(trifluoromethyl)-4,5-dihydro-1,2-oxazol-3-yl]-2-methylphenyl)carbonyl]-3-[(methylsulfanyl)methyl]imidazolidin-4-one). As a reaction SMILES: [Cl:1][C:2]1[CH:3]=[C:4]([C:12]2([C:32]([F:35])([F:34])[F:33])[O:16][N:15]=[C:14]([C:17]3[CH:22]=[CH:21][C:20]([C:23]([N:25]4[CH2:29][C:28](=[O:30])[NH:27][CH2:26]4)=[O:24])=[C:19]([CH3:31])[CH:18]=3)[CH2:13]2)[CH:5]=[C:6]([C:8]([F:11])([F:10])[F:9])[CH:7]=1.[H-].[Na+].Cl[CH2:39][S:40][CH3:41]>O1CCCC1>[Cl:1][C:2]1[CH:3]=[C:4]([C:12]2([C:32]([F:33])([F:34])[F:35])[O:16][N:15]=[C:14]([C:17]3[CH:22]=[CH:21][C:20]([C:23]([N:25]4[CH2:29][C:28](=[O:30])[N:27]([CH2:39][S:40][CH3:41])[CH2:26]4)=[O:24])=[C:19]([CH3:31])[CH:18]=3)[CH2:13]2)[CH:5]=[C:6]([C:8]([F:11])([F:10])[F:9])[CH:7]=1 |f:1.2|. Procedure: Into a 100-mL round-bottom flask purged and maintained with an inert atmosphere of nitrogen, was placed 1-[(4-[5-[3-chloro-5-(trifluoromethyl)phenyl]-5-(trifluoromethyl)-4,5-dihydro-1,2-oxazol-3-yl]-2-methylphenyl)carbonyl]imidazolidin-4-one (200 mg, 0.38 mmol, 1.00 equiv), tetrahydrofuran (10 mL), sodium hydride (30 mg, 0.75 mmol, 2.00 equiv, 60%), chloro(methylsulfanyl)methane (149 mg, 1.54 mmol, 4.00 equiv). The resulting solution was stirred for 1 h at 50° C. The reaction was then quenched b... Reactants: CCOC(=O)c1cn2c3c(c(-c4cc(C)nc(C)c4)c(F)cc3c1=O)OCC2C, CC(=O)[O-], Cl, [Na+]. Yields the product Cc1cc(-c2c(F)cc3c(=O)c(C(=O)O)cn4c3c2OCC4C)cc(C)n1. RXN SMILES: [CH3:1][c:2]1[n:3][c:4]([CH3:29])[cH:5][c:6](-[c:8]2[c:9]([F:28])[cH:10][c:11]3[c:12]4[n:13]([cH:19][c:20]([C:23](=[O:24])[O:25][CH2:26][CH3:27])[c:21]3=[O:22])[CH:14]([CH3:18])[CH2:15][O:16][c:17]24)[cH:7]1.[CH3:31][C:32](=[O:33])[O-:34].[ClH:35].[Na+:30]>>[CH3:1][c:2]1[n:3][c:4]([CH3:29])[cH:5][c:6](-[c:8]2[c:9]([F:28])[cH:10][c:11]3[c:12]4[n:13]([cH:19][c:20]([C:23](=[O:24])[OH:25])[c:21]3=[O:22])[CH:14]([CH3:18])[CH2:15][O:16][c:17]24)[cH:7]1. Reactants: CNC1=C(C=CC=C1N)N (N2-methylbenzene-1,2,3-triamine), C([O-])([O-])=O.[Na+].[Na+] (sodium carbonate), N(=C=S)C1=C(C=C(C=C1C)C)C (2-isothiocyanato-1,3,5-trimethylbenzene). The solvent is C(C)O (ethanol). The product is NC=1C(=C(C=CC1)NC(=S)NC1=C(C=C(C=C1C)C)C)NC (1-(3-Amino-2-methylaminophenyl) 3-mesitylthiourea). The yield is 59.4%. RXN SMILES: [CH3:1][NH:2][C:3]1[C:8]([NH2:9])=[CH:7][CH:6]=[CH:5][C:4]=1[NH2:10].C(=O)([O-])[O-].[Na+].[Na+].[N:17]([C:20]1[C:25]([CH3:26])=[CH:24][C:23]([CH3:27])=[CH:22][C:21]=1[CH3:28])=[C:18]=[S:19]>C(O)C>[NH2:10][C:4]1[C:3]([NH:2][CH3:1])=[C:8]([NH:9][C:18]([NH:17][C:20]2[C:21]([CH3:28])=[CH:22][C:23]([CH3:27])=[CH:24][C:25]=2[CH3:26])=[S:19])[CH:7]=[CH:6][CH:5]=1 |f:1.2.3|. Procedure details: To a mixture containing 0.25 g (1.82 mmol) of N2-methylbenzene-1,2,3-triamine and 0.40 g (3.7 mmol) of sodium carbonate in ethanol was added 0.32 g (1.86 mmol) of 2-isothiocyanato-1,3,5-trimethylbenzene. The reaction was heated at reflux and the solvent was removed under reduced pressure. Purification of the residue via Biotage chromatography eluting with 20% ethyl acetate/dichloromethane gave 0.34 g (60%) of product. Reactants: C(C=C)OC(C(=P(C1=CC=CC=C1)(C1=CC=CC=C1)C1=CC=CC=C1)N1C([C@@H]([C@H]1S)[C@@H](C)OC(=O)OCC=C)=O)=O (2-[(3S,4R)-3-[(1R)-1-allyloxycarbonyloxyethyl]-4-mercapto-2-oxo-azetidin-1yl]-2-triphenylphosphoranylideneacetic acid allyl ester), C(C1=CC=NC=C1)(=O)Cl (isonicotinic acid chloride). Reagents/catalysts: [Ag] (silver). Yields the product C(C=C)OC(C(=P(C1=CC=CC=C1)(C1=CC=CC=C1)C1=CC=CC=C1)N1C([C@@H]([C@H]1SC(C1=CC=NC=C1)=O)[C@@H](C)OC(=O)OCC=C)=O)=O (2-[(3S,4R)-3-[(1R)-1-allyloxycarbonyloxyethyl]-4-isonicotinoylthio-2-oxo-azetidin-1-yl]-2-triphenylphosphoranylideneacetic acid allyl ester). Reaction SMILES: [CH2:1]([O:4][C:5](=[O:41])[C:6]([N:26]1[C@H:29]([SH:30])[C@@H:28]([C@H:31]([O:33][C:34]([O:36][CH2:37][CH:38]=[CH2:39])=[O:35])[CH3:32])[C:27]1=[O:40])=[P:7]([C:20]1[CH:25]=[CH:24][CH:23]=[CH:22][CH:21]=1)([C:14]1[CH:19]=[CH:18][CH:17]=[CH:16][CH:15]=1)[C:8]1[CH:13]=[CH:12][CH:11]=[CH:10][CH:9]=1)[CH:2]=[CH2:3].[C:42](Cl)(=[O:49])[C:43]1[CH:48]=[CH:47][N:46]=[CH:45][CH:44]=1>[Ag]>[CH2:1]([O:4][C:5](=[O:41])[C:6]([N:26]1[C@H:29]([S:30][C:42](=[O:49])[C:43]2[CH:48]=[CH:47][N:46]=[CH:45][CH:44]=2)[C@@H:28]([C@H:31]([O:33][C:34]([O:36][CH2:37][CH:38]=[CH2:39])=[O:35])[CH3:32])[C:27]1=[O:40])=[P:7]([C:14]1[CH:19]=[CH:18][CH:17]=[CH:16][CH:15]=1)([C:20]1[CH:21]=[CH:22][CH:23]=[CH:24][CH:25]=1)[C:8]1[CH:13]=[CH:12][CH:11]=[CH:10][CH:9]=1)[CH:2]=[CH2:3]. Procedure details: 3.48 g of the silver salt of 2-[(3S,4R)-3-[(1R)-1-allyloxycarbonyloxyethyl]-4-mercapto-2-oxo-azetidin-1yl]-2-triphenylphosphoranylideneacetic acid allyl ester are converted with isonicotinic acid chloride into the title compound analogously to Example 1.